This data is from the Open Reaction Database (ORD), a public repository of structured organic reaction records. The task is: describe an organic reaction: reactants, conditions, products, and yield Starting materials: CCCCCCCCCCCC(CC(=O)O)OC(=O)CCCCCCCCCC, NC(CO)C(=O)OCc1ccccc1, ClCCCl, CI, ClCCl. The product is CCCCCCCCCCCC(CC(=O)NC(CO)C(=O)OCc1ccccc1)OC(=O)CCCCCCCCCC. As a reaction SMILES: [C:15]([CH2:16][CH2:17][CH2:18][CH2:19][CH2:20][CH2:21][CH2:22][CH2:23][CH2:24][CH3:25])(=[O:26])[O:27][CH:28]([CH2:29][C:30](=[O:31])[OH:32])[CH2:33][CH2:34][CH2:35][CH2:36][CH2:37][CH2:38][CH2:39][CH2:40][CH2:41][CH2:42][CH3:43].[CH2:1]([c:2]1[cH:3][cH:4][cH:5][cH:6][cH:7]1)[O:8][C:9]([CH:10]([NH2:11])[CH2:12][OH:13])=[O:14].[CH2:44]([Cl:45])[CH2:46][Cl:47].[CH3:48][I:49].[Cl:50][CH2:51][Cl:52]>>[CH2:1]([c:2]1[cH:3][cH:4][cH:5][cH:6][cH:7]1)[O:8][C:9]([CH:10]([NH:11][C:30]([CH2:29][CH:28]([O:27][C:15]([CH2:16][CH2:17][CH2:18][CH2:19][CH2:20][CH2:21][CH2:22][CH2:23][CH2:24][CH3:25])=[O:26])[CH2:33][CH2:34][CH2:35][CH2:36][CH2:37][CH2:38][CH2:39][CH2:40][CH2:41][CH2:42][CH3:43])=[O:31])[CH2:12][OH:13])=[O:14]. The reactants are BrCCCCBr, CCOC(C)=O, CS(C)=O, [H-], [Na+], N#Cc1ccc(Nn2cnnc2)cc1. The product is N#Cc1ccc(N(CCCCBr)n2cnnc2)cc1. As a reaction SMILES: [Br:17][CH2:18][CH2:19][CH2:20][CH2:21][Br:22].[CH3:23][CH2:24][O:25][C:26](=[O:27])[CH3:28].[CH3:29][S:30]([CH3:31])=[O:32].[H-:1].[Na+:2].[n:3]1[n:4][cH:5][n:6]([NH:8][c:9]2[cH:10][cH:11][c:12]([C:13]#[N:14])[cH:15][cH:16]2)[cH:7]1>>[n:3]1[n:4][cH:5][n:6]([N:8]([c:9]2[cH:10][cH:11][c:12]([C:13]#[N:14])[cH:15][cH:16]2)[CH2:21][CH2:20][CH2:19][CH2:18][Br:17])[cH:7]1. Starting materials: NC1=CC=C(C=C1)CC(=O)OC (methyl p-aminophenylacetate), COC1=CC=C(C(=O)CC(=O)OCC)C=C1 (ethyl p-methoxybenzoylacetate). Yields the product COC1=CC=C(C=C1)C1NC2=CC=C(C=C2CC1)CC(=O)OC (Methyl 2-(4-methoxyphenyl)-1,2,3,4-tetrahydroquinoline-6-acetate). As a reaction SMILES: [NH2:1][C:2]1[CH:7]=[CH:6][C:5]([CH2:8][C:9]([O:11][CH3:12])=[O:10])=[CH:4][CH:3]=1.[CH3:13][O:14][C:15]1[CH:28]=[CH:27][C:18]([C:19]([CH2:21][C:22](OCC)=O)=O)=[CH:17][CH:16]=1>>[CH3:13][O:14][C:15]1[CH:28]=[CH:27][C:18]([CH:19]2[CH2:21][CH2:22][C:3]3[C:2](=[CH:7][CH:6]=[C:5]([CH2:8][C:9]([O:11][CH3:12])=[O:10])[CH:4]=3)[NH:1]2)=[CH:17][CH:16]=1. Procedure details: Using methyl p-aminophenylacetate and ethyl p-methoxybenzoylacetate as starting raw materials, treatment was made similarly to Example 1 to obtain aimed product. Starting materials: [OH-].[Na+] (NaOH), ClC=1C=C2C(C(N(C2=CC1)S(=O)(=O)C1=C(C=C(C=C1)OC)OC(F)(F)F)=O)(C1=C(C=CC(=C1)C(C1=CC=CC=C1)O)OC)N1[C@H](C(=O)N(C)C)C[C@H](C1)O ((4R)-1-(5-chloro-3-{5-[hydroxy(phenyl)methyl]-2-methoxyphenyl}-1-{[4-methoxy-2-(trifluoromethoxy)phenyl]sulfonyl}-2-oxo-2,3-dihydro-1H-indol-3-yl)-4-hydroxy-N,N-dimethyl-L-prolinamide), [BH4-].[Na+] (NaBH4). Run in C(=O)(C(F)(F)F)O (TFA), C(=O)(C(F)(F)F)O (TFA), O (water). Product: C(C1=CC=CC=C1)C=1C=CC(=C(C1)C1(C(N(C2=CC=C(C=C12)Cl)S(=O)(=O)C1=C(C=C(C=C1)OC)OC(F)(F)F)=O)N1[C@H](C(=O)N(C)C)C[C@H](C1)O)OC ((4R)-1-(3-(5-benzyl-2-methoxyphenyl)-5-chloro-1-{[4-methoxy-2-(trifluoromethoxy)phenyl]sulfonyl}-2-oxo-2,3-dihydro-1H-indol-3-yl)-4-hydroxy-N,N-dimethyl-L-prolinamide). Yield: 91.9%. RXN SMILES: [BH4-].[Na+].[Cl:3][C:4]1[CH:5]=[C:6]2[C:10](=[CH:11][CH:12]=1)[N:9]([S:13]([C:16]1[CH:21]=[CH:20][C:19]([O:22][CH3:23])=[CH:18][C:17]=1[O:24][C:25]([F:28])([F:27])[F:26])(=[O:15])=[O:14])[C:8](=[O:29])[C:7]2([N:46]1[CH2:55][C@H:54]([OH:56])[CH2:53][C@H:47]1[C:48]([N:50]([CH3:52])[CH3:51])=[O:49])[C:30]1[CH:35]=[C:34]([CH:36](O)[C:37]2[CH:42]=[CH:41][CH:40]=[CH:39][CH:38]=2)[CH:33]=[CH:32][C:31]=1[O:44][CH3:45].[OH-].[Na+]>C(O)(C(F)(F)F)=O.O>[CH2:36]([C:34]1[CH:33]=[CH:32][C:31]([O:44][CH3:45])=[C:30]([C:7]2([N:46]3[CH2:55][C@H:54]([OH:56])[CH2:53][C@H:47]3[C:48]([N:50]([CH3:52])[CH3:51])=[O:49])[C:6]3[C:10](=[CH:11][CH:12]=[C:4]([Cl:3])[CH:5]=3)[N:9]([S:13]([C:16]3[CH:21]=[CH:20][C:19]([O:22][CH3:23])=[CH:18][C:17]=3[O:24][C:25]([F:26])([F:27])[F:28])(=[O:15])=[O:14])[C:8]2=[O:29])[CH:35]=1)[C:37]1[CH:38]=[CH:39][CH:40]=[CH:41][CH:42]=1 |f:0.1,3.4|. Reported procedure: A solution of 5 mg of NaBH4 in TFA (1 ml) was stirred for 15 minutes at room temperature, then, a solution of 28.1 mg of the compound obtained in Example 249 in TFA (3 ml) was added dropwise over 10 minutes. Two hours later, the solution was diluted with water, neutralized with NaOH, and the resulting mixture was extracted with CHCl3. The organic layer was washed with water and with saturated brine and dried over MgSO4, then, the drying agent was separated by filtration and the solvent was evapo... Starting materials: Cl.ClC1=C(C(=O)N2CCN(CC2)CCC2=CC=C(C=C2)Cl)C=CC(=C1)NC(=O)OCC1=CC=CC=C1 (1-[2-chloro-4-(N-benzyloxycarbonylamino)benzoyl]-4-[2-(4-chlorophenyl)ethyl]-piperazine hydrochloride), CI (methyl iodide). Yields the product Cl.ClC1=C(C(=O)N2CCN(CC2)CCC2=CC=C(C=C2)Cl)C=CC(=C1)N(C)C(=O)OCC1=CC=CC=C1 (1-[2-chloro-4-(N-benzyloxycarbonyl-N-methylamino)benzoyl]-4-[2-(4-chlorophenyl)ethyl]-piperazine hydrochloride). RXN SMILES: Cl.[Cl:2][C:3]1[CH:25]=[C:24]([NH:26][C:27]([O:29][CH2:30][C:31]2[CH:36]=[CH:35][CH:34]=[CH:33][CH:32]=2)=[O:28])[CH:23]=[CH:22][C:4]=1[C:5]([N:7]1[CH2:12][CH2:11][N:10]([CH2:13][CH2:14][C:15]2[CH:20]=[CH:19][C:18]([Cl:21])=[CH:17][CH:16]=2)[CH2:9][CH2:8]1)=[O:6].[CH3:37]I>>[ClH:2].[Cl:2][C:3]1[CH:25]=[C:24]([N:26]([C:27]([O:29][CH2:30][C:31]2[CH:32]=[CH:33][CH:34]=[CH:35][CH:36]=2)=[O:28])[CH3:37])[CH:23]=[CH:22][C:4]=1[C:5]([N:7]1[CH2:12][CH2:11][N:10]([CH2:13][CH2:14][C:15]2[CH:16]=[CH:17][C:18]([Cl:21])=[CH:19][CH:20]=2)[CH2:9][CH2:8]1)=[O:6] |f:0.1,3.4|. Reported procedure: In a manner analogous to that described in Example 5, the 1-[2-chloro-4-(N-benzyloxycarbonylamino)benzoyl]-4-[2-(4-chlorophenyl)ethyl]-piperazine hydrochloride obtained in accordance with Example 17 is methylated with 0.8 g of methyl iodide, yielding 1-[2-chloro-4-(N-benzyloxycarbonyl-N-methylamino)benzoyl]-4-[2-(4-chlorophenyl)ethyl]-piperazine hydrochloride. The reactants are C[Si](C)(C)CCOCCl, CCN(C(C)C)C(C)C, CN(C)C=O, c1ccc2[nH]cnc2c1. Yields the product C[Si](C)(C)CCOCn1cnc2ccccc21. Reaction SMILES: [CH3:19][Si:20]([CH2:21][CH2:22][O:23][CH2:24][Cl:25])([CH3:26])[CH3:27].[CH:10]([N:11]([CH2:12][CH3:13])[CH:14]([CH3:15])[CH3:16])([CH3:17])[CH3:18].[O:28]=[CH:29][N:30]([CH3:31])[CH3:32].[n:1]1[cH:2][nH:3][c:4]2[c:5]1[cH:6][cH:7][cH:8][cH:9]2>>[n:1]1([CH2:24][O:23][CH2:22][CH2:21][Si:20]([CH3:19])([CH3:26])[CH3:27])[cH:2][n:3][c:4]2[c:5]1[cH:6][cH:7][cH:8][cH:9]2. Reactants: COc1ccccc1C(=O)Cl, COc1cc2ncnc(Nc3nc4ccc(N)cc4s3)c2cc1OC. Product: COc1cc2ncnc(Nc3nc4ccc(NC(=O)c5ccccc5OC)cc4s3)c2cc1OC. As a reaction SMILES: [C:1]([c:2]1[c:3]([O:8][CH3:9])[cH:4][cH:5][cH:6][cH:7]1)(=[O:10])[Cl:11].[CH3:12][O:13][c:14]1[cH:15][c:16]2[c:17]([NH:26][c:27]3[s:28][c:29]4[c:30]([n:31]3)[cH:32][cH:33][c:34]([NH2:36])[cH:35]4)[n:18][cH:19][n:20][c:21]2[cH:22][c:23]1[O:24][CH3:25]>>[C:1]([c:2]1[c:3]([O:8][CH3:9])[cH:4][cH:5][cH:6][cH:7]1)(=[O:10])[NH:36][c:34]1[cH:33][cH:32][c:30]2[c:29]([s:28][c:27]([NH:26][c:17]3[c:16]4[cH:15][c:14]([O:13][CH3:12])[c:23]([O:24][CH3:25])[cH:22][c:21]4[n:20][cH:19][n:18]3)[n:31]2)[cH:35]1. As a reaction SMILES: F[C:2]1[N:7]=[C:6]([C:8]2[C:16]3[C:11](=[CH:12][N:13]=[C:14]([C:17]4[CH:18]=[N:19][CH:20]=[CH:21][CH:22]=4)[CH:15]=3)[N:10](C3CCCCO3)[N:9]=2)[CH:5]=[CH:4][CH:3]=1.[NH:29]1[CH2:35][CH2:34][CH2:33][NH:32][CH2:31][CH2:30]1.O>CS(C)=O>[N:29]1([C:2]2[N:7]=[C:6]([C:8]3[C:16]4[C:11](=[CH:12][N:13]=[C:14]([C:17]5[CH:18]=[N:19][CH:20]=[CH:21][CH:22]=5)[CH:15]=4)[NH:10][N:9]=3)[CH:5]=[CH:4][CH:3]=2)[CH2:35][CH2:34][CH2:33][NH:32][CH2:31][CH2:30]1. Run in CS(=O)C (DMSO). Procedure: Following the procedures of Example 143 and starting with 3-(6-fluoropyridin-2-yl)-5-(pyridin-3-yl)-1-(tetrahydro-2H-pyran-2-yl)-1H-pyrazolo[3,4-c]pyridine and homopiperazine, 187 was obtained and lyophilized from water to afford 42 mg (78%). ESI MS m/z 372.1 (M+1). 1H NMR (400 MHz, DMSO)•9.58 (s, 1H), 9.44 (s, 1H), 9.36 (s, 2H), 9.31 (s, 1H), 9.11 (d, J=8.3 Hz, 1H), 8.99 (s, 1H), 8.94 (d, J=5.4 Hz, 1H), 8.23-8.15 (m, 1H), 7.73 (t, J=8.0 Hz, 1H), 7.52 (d, J=7.4 Hz, 1H), 6.83 (d, J=8.5 Hz, 1H), 4... The product is N1(CCNCCC1)C1=CC=CC(=N1)C1=NNC2=CN=C(C=C21)C=2C=NC=CC2 (3-(6-(1,4-diazepan-1-yl)pyridin-2-yl)-5-(pyridin-3-yl)-1H-pyrazolo[3,4-c]pyridine). Reactants: FC1=CC=CC(=N1)C1=NN(C2=CN=C(C=C21)C=2C=NC=CC2)C2OCCCC2 (3-(6-fluoropyridin-2-yl)-5-(pyridin-3-yl)-1-(tetrahydro-2H-pyran-2-yl)-1H-pyrazolo[3,4-c]pyridine), N1CCNCCC1 (homopiperazine), O (water).